Task: describe an organic reaction: reactants, conditions, products, and yield. Dataset: the Open Reaction Database (ORD), a public repository of structured organic reaction records The reactants are [N+](=O)(O)[O-] (Nitric acid), C(C1=CC=CC=C1)OC1=C(C=CC(=C1)\C=C\[N+](=O)[O-])OC ((E)-2-(benzyloxy)-1-methoxy-4-(2-nitrovinyl)benzene), Example 1-1. The solvent is C(C)(=O)O (acetic acid). Run at temperature 40 celsius, time 3 hour. Product: C(C1=CC=CC=C1)OC1=C(C=C(C(=C1)\C=C\[N+](=O)[O-])[N+](=O)[O-])OC ((E)-1-(Benzyloxy)-2-methoxy-4-nitro-5-(2-nitrovinyl)benzene). Yield: 91.0%. Reaction SMILES: [N+:1]([O-])([OH:3])=[O:2].[CH2:5]([O:12][C:13]1[CH:18]=[C:17](/[CH:19]=[CH:20]/[N+:21]([O-:23])=[O:22])[CH:16]=[CH:15][C:14]=1[O:24][CH3:25])[C:6]1[CH:11]=[CH:10][CH:9]=[CH:8][CH:7]=1>C(O)(=O)C>[CH2:5]([O:12][C:13]1[CH:18]=[C:17](/[CH:19]=[CH:20]/[N+:21]([O-:23])=[O:22])[C:16]([N+:1]([O-:3])=[O:2])=[CH:15][C:14]=1[O:24][CH3:25])[C:6]1[CH:7]=[CH:8][CH:9]=[CH:10][CH:11]=1. Procedure details: 69% Nitric acid (10 mL, 155 mmol) was added to a mixture of (E)-2-(benzyloxy)-1-methoxy-4-(2-nitrovinyl)benzene described in Production Example 1-1 (10 g, 35.1 mmol) and acetic acid (70 mL) under nitrogen atmosphere at 25° C., and the mixture was stirred at 40° C. for 3 hours. The reaction mixture was poured onto ice and the precipitate was collected by filteration and then washed with ethanol to obtain the title compound (10.5 g, 91%). Yields the product CCC(NC(C)=O)c1ccc(CN2CCN(c3ccc(F)cc3F)CC2)cc1. Reactants: CCC(NC(C)=O)c1ccc(CCl)cc1, Fc1ccc(N2CCNCC2)c(F)c1. As a reaction SMILES: [Cl:15][CH2:16][c:17]1[cH:18][cH:19][c:20]([CH:23]([CH2:24][CH3:25])[NH:26][C:27]([CH3:28])=[O:29])[cH:21][cH:22]1.[F:1][c:2]1[c:3]([N:9]2[CH2:10][CH2:11][NH:12][CH2:13][CH2:14]2)[cH:4][cH:5][c:6]([F:8])[cH:7]1>>[F:1][c:2]1[c:3]([N:9]2[CH2:10][CH2:11][N:12]([CH2:16][c:17]3[cH:18][cH:19][c:20]([CH:23]([CH2:24][CH3:25])[NH:26][C:27]([CH3:28])=[O:29])[cH:21][cH:22]3)[CH2:13][CH2:14]2)[cH:4][cH:5][c:6]([F:8])[cH:7]1.